This data is from the Open Reaction Database (ORD), a public repository of structured organic reaction records. The task is: describe an organic reaction: reactants, conditions, products, and yield Reactants: [H-].[Na+] (sodium hydride), NC1=NC(=NC=C1C(=O)NCC(F)(F)F)C1=NN(C2=NC=CC=C21)CC2=C(C=CC=C2)F (4-Amino-2-[1-(2-fluorobenzyl)-1H-pyrazolo[3,4-b]pyridin-3-yl]-N-(2,2,2-trifluoroethyl)pyrimidine-5-carboxamide), C(=O)(N1C=NC=C1)N1C=NC=C1 (1,1′-carbonyldiimidazole). Solvent: C1CCOC1 (THF), C1CCOC1 (THF). Run at time 25 minute. Product: FC1=C(CN2N=C(C=3C2=NC=CC3)C3=NC=C2C(=N3)NC(N(C2=O)CC(F)(F)F)=O)C=CC=C1 (7-[1-(2-Fluorobenzyl)-1H-pyrazolo[3,4-b]pyridin-3-yl]-3-(2,2,2-trifluoroethyl)pyrimido[4,5-d]pyrimidine-2,4(1H,3H)-dione). RXN SMILES: [NH2:1][C:2]1[C:7]([C:8]([NH:10][CH2:11][C:12]([F:15])([F:14])[F:13])=[O:9])=[CH:6][N:5]=[C:4]([C:16]2[C:24]3[C:19](=[N:20][CH:21]=[CH:22][CH:23]=3)[N:18]([CH2:25][C:26]3[CH:31]=[CH:30][CH:29]=[CH:28][C:27]=3[F:32])[N:17]=2)[N:3]=1.[H-].[Na+].[C:35](N1C=CN=C1)(N1C=CN=C1)=[O:36]>C1COCC1>[F:32][C:27]1[CH:28]=[CH:29][CH:30]=[CH:31][C:26]=1[CH2:25][N:18]1[C:19]2=[N:20][CH:21]=[CH:22][CH:23]=[C:24]2[C:16]([C:4]2[N:3]=[C:2]3[NH:1][C:35](=[O:36])[N:10]([CH2:11][C:12]([F:13])([F:14])[F:15])[C:8](=[O:9])[C:7]3=[CH:6][N:5]=2)=[N:17]1 |f:1.2|. Reported procedure: 50 mg (0.11 mmol) of 4-amino-2-[1-(2-fluorobenzyl)-1H-pyrazolo[3,4-b]pyridin-3-yl]-N-(2,2,2-trifluoroethyl)pyrimidine-5-carboxamide (example 103A) were initially charged in 5 ml of THF and, while cooling with ice, 18.0 mg (0.45 mmol) of sodium hydride (60% in mineral oil) were added over a period of 5 min. The mixture was stirred for 25 min, then 27.3 mg (0.17 mmol) of 1,1′-carbonyldiimidazole were added with ice cooling over 5 min. Conversion was effected at room temperature for 1 h and at refl... The reactants are Cl (hydrochloric acid), stannous chloride dihydrate, Cl.[N+](=O)([O-])C=1C=CC2=C(C=CC(CC2)NC)C1 (2-nitro-7-methylamino-6,7-dihydro [5H] benzocycloheptene hydrochloride), [OH-].[NH4+] (ammonium hydroxide). The solvent is O (water). Reaction conditions: time 16 hour. Product: NC=1C=CC2=C(C=CC(CC2)NC)C1 (2-amino-7-methylamino-6,7-dihydro [5H] benzocycloheptene). Yield: 104.1%. Reaction SMILES: Cl.Cl.[N+:3]([C:6]1[CH:7]=[CH:8][C:9]2[CH2:15][CH2:14][CH:13]([NH:16][CH3:17])[CH:12]=[CH:11][C:10]=2[CH:18]=1)([O-])=O.[OH-].[NH4+]>O>[NH2:3][C:6]1[CH:7]=[CH:8][C:9]2[CH2:15][CH2:14][CH:13]([NH:16][CH3:17])[CH:12]=[CH:11][C:10]=2[CH:18]=1 |f:1.2,3.4|. Procedure: A mixture of 26 ml of fuming hydrochloric acid, 3.9 g of stannous chloride dihydrate and 1.3 g of 2-nitro-7-methylamino-6,7-dihydro [5H] benzocycloheptene hydrochloride was stirred at room temperature for 16 hours and was then cooled to 10° C. for the addition of 100 ml of water. The mixture was made alkaline at 10° C. with concentrated ammonium hydroxide and was then extracted 3 times with 50 ml of methylene chloride. The organic extracts were washed with water, dried over sodium sulfate and ev... Reactants: COC1=CC=C(C=C1)S(=O)(=O)N1CCC(CC1)NC(C)C1=NC2=CC=CC=C2C(N1C)=O (2-{1-[1-(4-methoxy-benzenesulfonyl)-piperidin-4-ylamino]-ethyl}-3-methyl-3H-quinazolin-4-one), C=O (formaldehyde), CN(C)C=O (DMF), C(#N)[BH3-] (Cyanoborohydride). The solvent is CC#N (CH3CN). Reaction conditions: time 8 hour. Product: COC1=CC=C(C=C1)S(=O)(=O)N1CCC(CC1)N(C(C)C1=NC2=CC=CC=C2C(N1C)=O)C (2-(1-{[1-(4-Methoxy-benzenesulfonyl)-piperidin-4-yl]-methyl-amino}-ethyl)-3-methyl-3H-quinazolin-4-one). RXN SMILES: [CH3:1][O:2][C:3]1[CH:8]=[CH:7][C:6]([S:9]([N:12]2[CH2:17][CH2:16][CH:15]([NH:18][CH:19]([C:21]3[N:30]([CH3:31])[C:29](=[O:32])[C:28]4[C:23](=[CH:24][CH:25]=[CH:26][CH:27]=4)[N:22]=3)[CH3:20])[CH2:14][CH2:13]2)(=[O:11])=[O:10])=[CH:5][CH:4]=1.C=O.[CH3:35]N(C=O)C.C([BH3-])#N>CC#N>[CH3:1][O:2][C:3]1[CH:4]=[CH:5][C:6]([S:9]([N:12]2[CH2:13][CH2:14][CH:15]([N:18]([CH3:35])[CH:19]([C:21]3[N:30]([CH3:31])[C:29](=[O:32])[C:28]4[C:23](=[CH:24][CH:25]=[CH:26][CH:27]=4)[N:22]=3)[CH3:20])[CH2:16][CH2:17]2)(=[O:11])=[O:10])=[CH:7][CH:8]=1. Procedure details: To a mixture of 2-{1-[1-(4-methoxy-benzenesulfonyl)-piperidin-4-ylamino]-ethyl}-3-methyl-3H-quinazolin-4-one (183 mg, 0.4 mmol), formaldehyde (39 μL, 0.48 mmol, 37% wt. solution in water) and DMF (1 mL) was added MP-Cyanoborohydride (300 mg, 2-3 mmol/g) and the reaction was stirred overnight at room temperature. The reaction mixture was then filtered and purified by HPLC to yield the product. HPLC ret. time 2.41 min, 10-99% CH3CN, 5 min run; 1H NMR (400 MHz, CDCl3) δ 8.28 (d, J=8.0 Hz, 1H), 7.93...